From a dataset of the Open Reaction Database (ORD), a public repository of structured organic reaction records. describe an organic reaction: reactants, conditions, products, and yield Reactants: C(C)(C)(C)OC(C1=CC=C(C=C1)CN1N=C(N=N1)C1=CC(=CC=C1)I)=O (4-[5-(3-Iodo-phenyl)-tetrazol-2-ylmethyl]-benzoic acid tert-butyl ester), FC(C(=O)O)(F)F (trifluoroacetic acid). The solvent is ClCCl (dichloromethane). Run at temperature 25 celsius, time 16 hour. Yields the product IC=1C=C(C=CC1)C=1N=NN(N1)CC1=CC=C(C(=O)O)C=C1 (4-[5-(3-Iodo-phenyl)-tetrazol-2-ylmethyl]-benzoic acid). Reaction SMILES: C([O:5][C:6](=[O:26])[C:7]1[CH:12]=[CH:11][C:10]([CH2:13][N:14]2[N:18]=[N:17][C:16]([C:19]3[CH:24]=[CH:23][CH:22]=[C:21]([I:25])[CH:20]=3)=[N:15]2)=[CH:9][CH:8]=1)(C)(C)C.FC(F)(F)C(O)=O>ClCCl>[I:25][C:21]1[CH:20]=[C:19]([C:16]2[N:17]=[N:18][N:14]([CH2:13][C:10]3[CH:9]=[CH:8][C:7]([C:6]([OH:26])=[O:5])=[CH:12][CH:11]=3)[N:15]=2)[CH:24]=[CH:23][CH:22]=1. Procedure details: The ester (2.5 g, 5.41 mmol) prepared in Step (b) was suspended in dichloromethane (20 mL) followed by the addition of trifluoroacetic acid (5 mL). The solution was stirred for 16 hours at 25° C., then concentrated in vacuo. The resulting white solid was triturated with hexane/diethyl ether and the carboxylic acid (2.1 g, 100%) was collected by filtration. Mp 241–242° C. Reactants: Brc1cn[nH]c1, CC(C)n1cc(Br)cn1, O=C([O-])[O-], CCn1cc(B2OC(C)(C)C(C)(C)O2)cn1, CCOC(C)=O, CC(C)I, [K+], [K+], CN(C)C=O. The product is CC(C)n1cc(B2OC(C)(C)C(C)(C)O2)cn1. RXN SMILES: [Br:16][c:17]1[cH:18][n:19][nH:20][cH:21]1.[Br:1][c:2]1[cH:3][n:4][n:5]([CH:7]([CH3:8])[CH3:9])[cH:6]1.[C:10](=[O:11])([O-:12])[O-:13].[CH2:26]([n:27]1[cH:28][c:29]([B:33]2[O:34][C:35]([CH3:40])([CH3:41])[C:36]([CH3:38])([CH3:39])[O:37]2)[cH:30][n:31]1)[CH3:32].[CH3:42][CH2:43][O:44][C:45]([CH3:46])=[O:47].[I:22][CH:23]([CH3:24])[CH3:25].[K+:14].[K+:15].[O:48]=[CH:49][N:50]([CH3:51])[CH3:52]>>[c:2]1([B:33]2[O:34][C:35]([CH3:40])([CH3:41])[C:36]([CH3:38])([CH3:39])[O:37]2)[cH:3][n:4][n:5]([CH:7]([CH3:8])[CH3:9])[cH:6]1. Run in N1=CC=CC=C1 (pyridine), C(C)O.O (ethanol H2O). The product is C1C(CC2=CC=CC=3CCCC1C23)=NO (2,3,7,8,9,9a-hexahydro-1H-phenalene-2-on oxim). The reactants are NO (hydroxylamine), C1C(CC2=CC=CC=3CCCC1C23)=O (2,3,7,8,9,9a-hexahydro-1H-phenalen-2-on), Cl (HCl). Reaction SMILES: [CH2:1]1[CH:12]2[C:13]3[C:4](=[CH:5][CH:6]=[CH:7][C:8]=3[CH2:9][CH2:10][CH2:11]2)[CH2:3][C:2]1=O.[NH2:15][OH:16].Cl>N1C=CC=CC=1.C(O)C.O>[CH2:1]1[CH:12]2[C:13]3[C:4](=[CH:5][CH:6]=[CH:7][C:8]=3[CH2:9][CH2:10][CH2:11]2)[CH2:3][C:2]1=[N:15][OH:16] |f:4.5|. Conditions: time 1 hour. Procedure: 9.86 g Of 2,3,7,8,9,9a-hexahydro-1H-phenalen-2-on was dissolved in 15 ml pyridine. A solution of 3.8 g hydroxylamine.HCl in 12 ml ethanol/H2O (1:1) was added to this solution and the mixture was stirred for one hour. The resultant deposit was filtered off, washed off H2O and dried. Reactants: CCc1ccc(C(=O)Cl)cc1, CNC, Cl, [Na+], [OH-], O. Yields the product CCc1ccc(C(=O)N(C)C)cc1. Reaction SMILES: [CH2:7]([CH3:8])[c:9]1[cH:10][cH:11][c:12]([C:13](=[O:14])[Cl:15])[cH:16][cH:17]1.[CH3:2][NH:3][CH3:4].[ClH:1].[Na+:6].[OH-:5].[OH2:18]>>[CH3:2][N:3]([CH3:4])[C:13]([c:12]1[cH:11][cH:10][c:9]([CH2:7][CH3:8])[cH:17][cH:16]1)=[O:14]. Reactants: CCc1ccc(C#N)c(=O)n1-c1ccccc1, [Na+], [OH-], O, O=S(=O)(O)O. Product: CCc1ccc(C(=O)O)c(=O)n1-c1ccccc1. As a reaction SMILES: [CH2:1]([CH3:2])[c:3]1[cH:4][cH:5][c:6]([C:16]#[N:17])[c:7](=[O:15])[n:8]1-[c:9]1[cH:10][cH:11][cH:12][cH:13][cH:14]1.[Na+:19].[OH-:18].[OH2:20].[S:21](=[O:22])(=[O:23])([OH:24])[OH:25]>>[CH2:1]([CH3:2])[c:3]1[cH:4][cH:5][c:6]([C:16](=[O:18])[OH:20])[c:7](=[O:15])[n:8]1-[c:9]1[cH:10][cH:11][cH:12][cH:13][cH:14]1. Reactants: CI, O=C(c1ccc(Cl)cc1)c1cc2ccccc2o1, Cl, [Mg], C1CCOC1. Yields the product CC(O)(c1ccc(Cl)cc1)c1cc2ccccc2o1. RXN SMILES: [CH3:1][I:2].[Cl:4][c:5]1[cH:6][cH:7][c:8]([C:9](=[O:10])[c:11]2[o:12][c:13]3[c:14]([cH:15]2)[cH:16][cH:17][cH:18][cH:19]3)[cH:20][cH:21]1.[ClH:22].[Mg:3].[O:23]1[CH2:24][CH2:25][CH2:26][CH2:27]1>>[CH3:1][C:9]([c:8]1[cH:7][cH:6][c:5]([Cl:4])[cH:21][cH:20]1)([OH:10])[c:11]1[o:12][c:13]2[c:14]([cH:15]1)[cH:16][cH:17][cH:18][cH:19]2. The reactants are N1=CC=C(C=C1)C1=CC=NC=2N1C=CN2 (5-(4-pyridyl)imidazo[1,2-a]pyrimidine), Cl (hydrochloric acid). The solvent is C(C)OC(OCC)OCC (triethylorthoformate). Run at time 6 hour. The product is Cl.N1=CC=C(C=C1)C1=CC=NC=2N1C=CN2 (5-(4-Pyridyl)imidazo[1,2-a]pyrimidine, hydrochloride). As a reaction SMILES: [N:1]1[CH:6]=[CH:5][C:4]([C:7]2[N:12]3[CH:13]=[CH:14][N:15]=[C:11]3[N:10]=[CH:9][CH:8]=2)=[CH:3][CH:2]=1.[ClH:16]>C(OC(OCC)OCC)C>[ClH:16].[N:1]1[CH:2]=[CH:3][C:4]([C:7]2[N:12]3[CH:13]=[CH:14][N:15]=[C:11]3[N:10]=[CH:9][CH:8]=2)=[CH:5][CH:6]=1 |f:3.4|. Procedure: A 2.0 g amount of 5-(4-pyridyl)imidazo[1,2-a]pyrimidine was suspended in 100 ml of triethylorthoformate and 1.67 ml of concentrated hydrochloric acid was added. After standing at room temperature for 6 hours the resultant precipitate was collected by filtration and gave 0.47 g of the product of the Example as a yellow solid, mp 295°-300° C.(dec.). Starting materials: ClCCl, C[Si](C)(C)CCOCn1nc2c(nc(-c3c(F)cccc3F)c3cc(-c4cn[nH]n4)ccc32)c1NC1CCN(S(C)(=O)=O)CC1, O=C(O)C(F)(F)F, N, O. The product is CS(=O)(=O)N1CCC(Nc2n[nH]c3c2nc(-c2c(F)cccc2F)c2cc(-c4cn[nH]n4)ccc23)CC1. RXN SMILES: [Cl:46][CH2:47][Cl:48].[F:1][c:2]1[c:3](-[c:9]2[n:10][c:11]3[c:12]([c:13]4[cH:14][cH:15][c:16](-[c:19]5[n:20][nH:21][n:22][cH:23]5)[cH:17][c:18]24)[n:24][n:25]([CH2:38][O:39][CH2:40][CH2:41][Si:42]([CH3:43])([CH3:44])[CH3:45])[c:26]3[NH:27][CH:28]2[CH2:29][CH2:30][N:31]([S:34](=[O:35])(=[O:36])[CH3:37])[CH2:32][CH2:33]2)[c:4]([F:8])[cH:5][cH:6][cH:7]1.[F:49][C:50]([F:51])([F:52])[C:53]([OH:54])=[O:55].[NH3:56].[OH2:57]>>[F:1][c:2]1[c:3](-[c:9]2[n:10][c:11]3[c:12]([c:13]4[cH:14][cH:15][c:16](-[c:19]5[n:20][nH:21][n:22][cH:23]5)[cH:17][c:18]24)[nH:24][n:25][c:26]3[NH:27][CH:28]2[CH2:29][CH2:30][N:31]([S:34](=[O:35])(=[O:36])[CH3:37])[CH2:32][CH2:33]2)[c:4]([F:8])[cH:5][cH:6][cH:7]1.